This data is from the Open Reaction Database (ORD), a public repository of structured organic reaction records. The task is: describe an organic reaction: reactants, conditions, products, and yield The reactants are CN1CCC(Oc2cccc(Br)c2F)CC1, N=C(c1ccccc1)c1ccccc1, CC(C)(C)[O-], Cc1ccccc1, [Na+]. The product is CN1CCC(Oc2cccc(N=C(c3ccccc3)c3ccccc3)c2F)CC1. As a reaction SMILES: [Br:1][c:2]1[c:3]([F:16])[c:4]([O:5][CH:6]2[CH2:7][CH2:8][N:9]([CH3:12])[CH2:10][CH2:11]2)[cH:13][cH:14][cH:15]1.[C:17]([c:18]1[cH:19][cH:20][cH:21][cH:22][cH:23]1)([c:24]1[cH:25][cH:26][cH:27][cH:28][cH:29]1)=[NH:30].[CH3:31][C:32]([CH3:33])([O-:34])[CH3:35].[CH3:37][c:38]1[cH:39][cH:40][cH:41][cH:42][cH:43]1.[Na+:36]>>[c:2]1([N:30]=[C:17]([c:18]2[cH:19][cH:20][cH:21][cH:22][cH:23]2)[c:24]2[cH:25][cH:26][cH:27][cH:28][cH:29]2)[c:3]([F:16])[c:4]([O:5][CH:6]2[CH2:7][CH2:8][N:9]([CH3:12])[CH2:10][CH2:11]2)[cH:13][cH:14][cH:15]1. Reactants: C(C1=CC=CC=C1)N1C[C@H]2[C@@H](C1)[C@@H](CC2)N ((3aS,4R,6aR)-2-benzyloctahydrocyclopenta[c]pyrrol-4-amine), C1(=CC=CC=C1)[C@@H](C(=O)O)CC ((S)-2-Phenylbutanoic acid), ON1N=NC2=C1C=CC=C2 (1-hydroxybenzotriazole), CC[N+](=C=N)CCCN(C)C (N-(3-dimethylaminopropyl)-N-ethylcarbodiimide). The solvent is ClCCl (dichloromethane), ClCCl (dichloromethane). Run at time 10 minute. The product is C(C1=CC=CC=C1)N1C[C@H]2[C@@H](C1)[C@@H](CC2)NC([C@@H](CC)C2=CC=CC=C2)=O ((2S)—N-[(3aS,4R,6aR)-2-benzyloctahydrocyclopenta[c]pyrrol-4-yl]-2-phenylbutanamide). As a reaction SMILES: [C:1]1([C@H:7]([CH2:11][CH3:12])[C:8]([OH:10])=O)[CH:6]=[CH:5][CH:4]=[CH:3][CH:2]=1.ON1C2C=CC=CC=2N=N1.CC[N+](CCCN(C)C)=C=N.[CH2:34]([N:41]1[CH2:45][C@H:44]2[C@H:46]([NH2:49])[CH2:47][CH2:48][C@H:43]2[CH2:42]1)[C:35]1[CH:40]=[CH:39][CH:38]=[CH:37][CH:36]=1>ClCCl>[CH2:34]([N:41]1[CH2:45][C@H:44]2[C@H:46]([NH:49][C:8](=[O:10])[C@H:7]([C:1]3[CH:2]=[CH:3][CH:4]=[CH:5][CH:6]=3)[CH2:11][CH3:12])[CH2:47][CH2:48][C@H:43]2[CH2:42]1)[C:35]1[CH:36]=[CH:37][CH:38]=[CH:39][CH:40]=1. Procedure details: (S)-2-Phenylbutanoic acid (41.7 mg, 0.254 mmol), 1-hydroxybenzotriazole (38.9 mg, 0.254 mmol), and N-(3-dimethylaminopropyl)-N-ethylcarbodiimide (0.045 mL, 0.254 mmol) were combined in dichloromethane (1 mL). The reaction was stirred at room temperature for 10 minutes, and then (3aS,4R,6aR)-2-benzyloctahydrocyclopenta[c]pyrrol-4-amine (50 mg, 0.231 mmol) from Step E was added in 0.5 mL of dichloromethane. The reaction was stirred at room temperature for 20 hours, and then quenched with 0.5 mL of... Reactants: [Br-], CCOC(=O)CCCCC(C=O)CCc1ccc(C#N)cc1, [Li]CCCC, C1CCOC1, CCCCCC, O, Oc1ccccc1C[P+](c1ccccc1)(c1ccccc1)c1ccccc1. Product: CCOC(=O)CCCCC(C=Cc1ccccc1O)CCc1ccc(C#N)cc1. Reaction SMILES: [Br-:6].[C:34](#[N:35])[c:36]1[cH:37][cH:38][c:39]([CH2:42][CH2:43][CH:44]([CH2:45][CH2:46][CH2:47][CH2:48][C:49](=[O:50])[O:51][CH2:52][CH3:53])[CH:54]=[O:55])[cH:40][cH:41]1.[CH2:1]([Li:2])[CH2:3][CH2:4][CH3:5].[CH2:63]1[O:64][CH2:65][CH2:66][CH2:67]1.[CH3:57][CH2:58][CH2:59][CH2:60][CH2:61][CH3:62].[OH2:56].[OH:7][c:8]1[c:9]([CH2:10][P+:11]([c:12]2[cH:13][cH:14][cH:15][cH:16][cH:17]2)([c:18]2[cH:19][cH:20][cH:21][cH:22][cH:23]2)[c:24]2[cH:25][cH:26][cH:27][cH:28][cH:29]2)[cH:30][cH:31][cH:32][cH:33]1>>[OH:7][c:8]1[c:9]([CH:10]=[CH:54][CH:44]([CH2:43][CH2:42][c:39]2[cH:38][cH:37][c:36]([C:34]#[N:35])[cH:41][cH:40]2)[CH2:45][CH2:46][CH2:47][CH2:48][C:49](=[O:50])[O:51][CH2:52][CH3:53])[cH:30][cH:31][cH:32][cH:33]1. Starting materials: O=C1NC(=O)c2ccccc21, CCCCOc1c(CCl)n(CC2CC2)c(=O)c2ccc(OCc3ccccc3)cc12, CN(C)C=O, [K], O. The product is CCCCOc1c(CN2C(=O)c3ccccc3C2=O)n(CC2CC2)c(=O)c2ccc(OCc3ccccc3)cc12. As a reaction SMILES: [C:31]1(=[O:41])[c:32]2[c:33]([cH:37][cH:38][cH:39][cH:40]2)[C:34](=[O:36])[NH:35]1.[CH2:1]([c:2]1[cH:3][cH:4][cH:5][cH:6][cH:7]1)[O:8][c:9]1[cH:10][c:11]2[c:12]([O:26][CH2:27][CH2:28][CH2:29][CH3:30])[c:13]([CH2:24][Cl:25])[n:14]([CH2:20][CH:21]3[CH2:22][CH2:23]3)[c:15](=[O:19])[c:16]2[cH:17][cH:18]1.[CH3:44][N:45]([CH3:46])[CH:47]=[O:48].[K:42].[OH2:43]>>[CH2:1]([c:2]1[cH:3][cH:4][cH:5][cH:6][cH:7]1)[O:8][c:9]1[cH:10][c:11]2[c:12]([O:26][CH2:27][CH2:28][CH2:29][CH3:30])[c:13]([CH2:24][N:35]3[C:31](=[O:41])[c:32]4[c:33]([cH:37][cH:38][cH:39][cH:40]4)[C:34]3=[O:36])[n:14]([CH2:20][CH:21]3[CH2:22][CH2:23]3)[c:15](=[O:19])[c:16]2[cH:17][cH:18]1. The reactants are CCCCc1nc(=O)c2cc(CBr)ccc2[nH]1, CC(=O)[O-], [Na+], CN(C)C=O. Yields the product CCCCc1nc(=O)c2cc(COC(C)=O)ccc2[nH]1. RXN SMILES: [Br:1][CH2:2][c:3]1[cH:4][c:5]2[c:6](=[O:17])[n:7][c:8]([CH2:13][CH2:14][CH2:15][CH3:16])[nH:9][c:10]2[cH:11][cH:12]1.[CH3:19][C:20]([O-:21])=[O:22].[Na+:18].[O:23]=[CH:24][N:25]([CH3:26])[CH3:27]>>[CH2:2]([c:3]1[cH:4][c:5]2[c:6](=[O:17])[n:7][c:8]([CH2:13][CH2:14][CH2:15][CH3:16])[nH:9][c:10]2[cH:11][cH:12]1)[O:22][C:20]([CH3:19])=[O:21]. Reactants: CCCCP(CCCC)CCCC, Cc1ccccc1, CC(C)c1nnn(-c2c(Cl)cccc2Cl)c1CO, O=C(N=NC(=O)N1CCCCC1)N1CCCCC1, CC(=O)c1ccc(O)cc1C. The product is CC(=O)c1ccc(OCc2c(C(C)C)nnn2-c2c(Cl)cccc2Cl)cc1C. As a reaction SMILES: [CH2:30]([P:31]([CH2:32][CH2:33][CH2:34][CH3:35])[CH2:36][CH2:37][CH2:38][CH3:39])[CH2:40][CH2:41][CH3:42].[CH3:61][c:62]1[cH:63][cH:64][cH:65][cH:66][cH:67]1.[Cl:12][c:13]1[c:14](-[n:20]2[n:21][n:22][c:23]([CH:27]([CH3:28])[CH3:29])[c:24]2[CH2:25][OH:26])[c:15]([Cl:19])[cH:16][cH:17][cH:18]1.[N:43]([C:44]([N:45]1[CH2:46][CH2:47][CH2:48][CH2:49][CH2:50]1)=[O:51])=[N:52][C:53]([N:54]1[CH2:55][CH2:56][CH2:57][CH2:58][CH2:59]1)=[O:60].[OH:1][c:2]1[cH:3][c:4]([CH3:11])[c:5]([C:8]([CH3:9])=[O:10])[cH:6][cH:7]1>>[O:1]([c:2]1[cH:3][c:4]([CH3:11])[c:5]([C:8]([CH3:9])=[O:10])[cH:6][cH:7]1)[CH2:25][c:24]1[n:20](-[c:14]2[c:13]([Cl:12])[cH:18][cH:17][cH:16][c:15]2[Cl:19])[n:21][n:22][c:23]1[CH:27]([CH3:28])[CH3:29].